Dataset: the Open Reaction Database (ORD), a public repository of structured organic reaction records. Task: describe an organic reaction: reactants, conditions, products, and yield Starting materials: C(C)OC(C(C=1N=C(SC1)NC(CCl)=O)NC(=O)OC(C)(C)C)=O (α-t-butyloxycarbonylamino-α-[2-(chloroacetamido)thiazol-4-yl]acetic acid ethyl ester), aqueous solution, [OH-].[K+] (potassium hydroxide). The solvent is C(C)O (ethanol). Run at time 15 minute. The product is C(C)(C)(C)OC(=O)NC(C(=O)O)C=1N=C(SC1)NC(CCl)=O (α-t-butyloxycarbonylamino-α-[2-(chloroacetamido)thiazol-4-yl]acetic acid). Yield: 81.0%. Reaction SMILES: C([O:3][C:4](=[O:24])[CH:5]([NH:16][C:17]([O:19][C:20]([CH3:23])([CH3:22])[CH3:21])=[O:18])[C:6]1[N:7]=[C:8]([NH:11][C:12](=[O:15])[CH2:13][Cl:14])[S:9][CH:10]=1)C.[OH-].[K+]>C(O)C>[C:20]([O:19][C:17]([NH:16][CH:5]([C:6]1[N:7]=[C:8]([NH:11][C:12](=[O:15])[CH2:13][Cl:14])[S:9][CH:10]=1)[C:4]([OH:24])=[O:3])=[O:18])([CH3:23])([CH3:21])[CH3:22] |f:1.2|. Reported procedure: To a solution of 920 mg of α-t-butyloxycarbonylamino-α-[2-(chloroacetamido)thiazol-4-yl]acetic acid ethyl ester in 20 ml of ethanol is added 1.4 ml of aqueous solution containing 681 mg of potassium hydroxide and the mixture is stirred for 15 minutes at room temperature. The reaction solution is concentrated to dryness under reduced pressure and the residue is dissolved in water. The aqueous solution is adjusted to pH 2.0 with 1N hydrochloric acid and extracted with ethyl acetate. The organic la...